This data is from the Open Reaction Database (ORD), a public repository of structured organic reaction records. The task is: describe an organic reaction: reactants, conditions, products, and yield Reactants: COc1ncc(Br)cc1C(=O)O, Cc1ccccc1N. The reagents and catalysts are CN(C)C(=[N+](C)C)ON1C2=C(C=CC(=C2)Cl)N=N1.F[P-](F)(F)(F)(F)F (HCTU), CCN(C(C)C)C(C)C (DIPEA). Solvent: CN(C)C=O (DMF), CN(C)C=O (DMF), CN(C)C=O (DMF), CN(C)C=O (DMF), CN(C)C=O (DMF), CN(C)C=O (DMF). Reaction conditions: temperature 25 celsius, time 2 hour. Yields the product COc1ncc(Br)cc1C(=O)Nc1ccccc1C. The yield is 87.6%. Reaction SMILES: Cc1ccccc1N.COc1ncc(Br)cc1C(=O)O.CN(C)C(=[N+](C)C)ON1C2=C(C=CC(=C2)Cl)N=N1.F[P-](F)(F)(F)(F)F.CCN(C(C)C)C(C)C.CN(C)C=O>>COc1ncc(Br)cc1C(=O)Nc1ccccc1C.